Dataset: the Open Reaction Database (ORD), a public repository of structured organic reaction records. Task: describe an organic reaction: reactants, conditions, products, and yield The reactants are [OH-].[Na+] (sodium hydroxide), ClC1=C(C=NN1C1=NC=CC=N1)C(=O)OCC (ethyl 5-chloro-1-pyrimidin-2-yl-1H-pyrazole-4-carboxylate), O (Water). The solvent is CCO (EtOH). Reaction conditions: time 1 hour. The product is ClC1=C(C=NN1C1=NC=CC=N1)C(=O)O (5-Chloro-1-pyrimidin-2-yl-1H-pyrazole-4-carboxylic acid). RXN SMILES: [OH-].[Na+].[Cl:3][C:4]1[N:8]([C:9]2[N:14]=[CH:13][CH:12]=[CH:11][N:10]=2)[N:7]=[CH:6][C:5]=1[C:15]([O:17]CC)=[O:16].O>CCO>[Cl:3][C:4]1[N:8]([C:9]2[N:14]=[CH:13][CH:12]=[CH:11][N:10]=2)[N:7]=[CH:6][C:5]=1[C:15]([OH:17])=[O:16] |f:0.1|. Reported procedure: A 1 N aqueous sodium hydroxide solution (2.0 mL) is added to a suspension of ethyl 5-chloro-1-pyrimidin-2-yl-1H-pyrazole-4-carboxylate (250 mg, 1.11 mmol) in 5.0 mL of EtOH. The reaction mixture is stirred at RT for 1 h. Water is added, and the solution is washed with EtOAc. The aqueous layer is cooled to 0° C. and acidified to pH=2-3 with conc. HCl. The precipitated solid is collected by vacuum filtration and dried in vacuo to give the title compound as a white solid. The reactants are CCOC(=O)NN=C(c1ccc([N+](=O)[O-])cc1)c1cc(Br)ccc1CC(C)O, [Na+], [OH-], CS(=O)(=O)Cl. The product is CCOC(=O)N1N=C(c2ccc([N+](=O)[O-])cc2)c2cc(Br)ccc2CC1C. As a reaction SMILES: [Br:1][c:2]1[cH:3][cH:4][c:5]([CH2:25][CH:26]([CH3:27])[OH:28])[c:6]([C:8](=[N:9][NH:10][C:11](=[O:12])[O:13][CH2:14][CH3:15])[c:16]2[cH:17][cH:18][c:19]([N+:22](=[O:23])[O-:24])[cH:20][cH:21]2)[cH:7]1.[Na+:35].[OH-:34].[S:29]([Cl:30])([CH3:31])(=[O:32])=[O:33]>>[Br:1][c:2]1[cH:3][cH:4][c:5]2[c:6]([cH:7]1)[C:8]([c:16]1[cH:17][cH:18][c:19]([N+:22](=[O:23])[O-:24])[cH:20][cH:21]1)=[N:9][N:10]([C:11](=[O:12])[O:13][CH2:14][CH3:15])[CH:26]([CH3:27])[CH2:25]2. Starting materials: NC1=CC=C(C(=O)OC)C=C1 (methyl 4-aminobenzoate), [OH-].[Na+] (sodium hydroxide), Cl.C(C)N=C=NCCCN(C)C (1-ethyl-3-(3-dimethylaminopropyl)carbodiimide hydrochloride), C(O)([O-])=O.[Na+] (sodium hydrogencarbonate). Run in ClCCl (dichloromethane), C(=O)O (Formic acid). Conditions: time 3 hour. Yields the product C(=O)NC1=CC=C(C(=O)OC)C=C1 (methyl 4-formylaminobenzoate). RXN SMILES: [NH2:1][C:2]1[CH:11]=[CH:10][C:5]([C:6]([O:8][CH3:9])=[O:7])=[CH:4][CH:3]=1.Cl.C(N=C=NCCCN(C)C)C.[C:24](=O)([O-])[OH:25].[Na+].[OH-].[Na+]>ClCCl.C(O)=O>[CH:24]([NH:1][C:2]1[CH:3]=[CH:4][C:5]([C:6]([O:8][CH3:9])=[O:7])=[CH:10][CH:11]=1)=[O:25] |f:1.2,3.4,5.6|. Procedure: Formic acid (90.0 mL) was added to a dichloromethane solution (900 mL) of methyl 4-aminobenzoate (90.0 g) and to the mixture was added 1-ethyl-3-(3-dimethylaminopropyl)carbodiimide hydrochloride (114 g) at 5° C. over thirty minutes, and then the mixture was stirred at room temperature for three hours. To the reaction mixture was added saturated aqueous sodium hydrogencarbonate solution (1.2 L) and the pH was adjusted to 10 with 1N sodium hydroxide, and the residue was separated. The aqueous laye... The reactants are C(C)(=O)N1CCN(CC1)C=1C=CC(=NC1)NC(CC1=CC(=C(C=C1)C#N)Cl)=O (N-(5-(4-acetylpiperazin-1-yl)pyridin-2-yl)-2-(3-chloro-4-cyanophenyl)acetamide), 237-3, CC1=NC=CC(=C1)[Sn](CCCC)(CCCC)CCCC (2-methyl-4-(tributylstannyl)pyridine). The reagents and catalysts are C=1C=CC(=CC1)[P](C=2C=CC=CC2)(C=3C=CC=CC3)[Pd]([P](C=4C=CC=CC4)(C=5C=CC=CC5)C=6C=CC=CC6)([P](C=7C=CC=CC7)(C=8C=CC=CC8)C=9C=CC=CC9)[P](C=1C=CC=CC1)(C=1C=CC=CC1)C=1C=CC=CC1 (Pd(PPh3)4). Solvent: CN(C)C=O (DMF). Conditions: temperature 118 celsius, time 8 hour. The product is C(C)(=O)N1CCN(CC1)C=1C=CC(=NC1)NC(CC1=CC(=C(C=C1)C#N)C1=CC(=NC=C1)C)=O (N-(5-(4-acetylpiperazin-1-yl)pyridin-2-yl)-2-(4-cyano-3-(2-methylpyridin-4-yl)phenyl)acetamide). Reaction SMILES: [C:1]([N:4]1[CH2:9][CH2:8][N:7]([C:10]2[CH:11]=[CH:12][C:13]([NH:16][C:17](=[O:28])[CH2:18][C:19]3[CH:24]=[CH:23][C:22]([C:25]#[N:26])=[C:21](Cl)[CH:20]=3)=[N:14][CH:15]=2)[CH2:6][CH2:5]1)(=[O:3])[CH3:2].[CH3:29][C:30]1[CH:35]=[C:34]([Sn](CCCC)(CCCC)CCCC)[CH:33]=[CH:32][N:31]=1>CN(C=O)C.C1C=CC([P]([Pd]([P](C2C=CC=CC=2)(C2C=CC=CC=2)C2C=CC=CC=2)([P](C2C=CC=CC=2)(C2C=CC=CC=2)C2C=CC=CC=2)[P](C2C=CC=CC=2)(C2C=CC=CC=2)C2C=CC=CC=2)(C2C=CC=CC=2)C2C=CC=CC=2)=CC=1>[C:1]([N:4]1[CH2:9][CH2:8][N:7]([C:10]2[CH:11]=[CH:12][C:13]([NH:16][C:17](=[O:28])[CH2:18][C:19]3[CH:24]=[CH:23][C:22]([C:25]#[N:26])=[C:21]([C:34]4[CH:33]=[CH:32][N:31]=[C:30]([CH3:29])[CH:35]=4)[CH:20]=3)=[N:14][CH:15]=2)[CH2:6][CH2:5]1)(=[O:3])[CH3:2] |^1:57,59,78,97|. Procedure: A mixture of N-(5-(4-acetylpiperazin-1-yl)pyridin-2-yl)-2-(3-chloro-4-cyanophenyl)acetamide as solid 237-3 (17 mg, 0.043 mmol), 2-methyl-4-(tributylstannyl)pyridine (24.5 mg, 0.064 mmol), Pd(PPh3)4 (5 mg, 0.0043 mmol) in DMF (0.6 ml) was stirred at 118° C. under argon overnight. After cooled to room temperature, it was filtered through celite while washed and diluted with ethyl acetate (30 ml). Then it was washed with water (40 ml) and extected with 0.5 N HCl (30 ml). After the aqueous extractio... Reactants: COC(CC=1C=C(C(=CC1)OC)C1=C(C=C(C=C1)C(F)(F)F)CNCC(F)(F)F)=O ({6-methoxy-2′[(2,2,2-trifluoro-ethylamino)-methyl]-4′-trifluoromethyl-biphenyl-3-yl}-acetic acid methyl ester), C(C)(=O)Cl (acetyl chloride). Yields the product COC(CC=1C=C(C(=CC1)OC)C1=C(C=C(C=C1)C(F)(F)F)CN(CC(F)(F)F)C(C)=O)=O ((2′-{[Acetyl-(2,2,2-trifluoro-ethyl)-amino]-methyl}-6-methoxy-4′-trifluoromethyl-biphenyl-3-yl)-acetic acid methyl ester). As a reaction SMILES: [CH3:1][O:2][C:3](=[O:30])[CH2:4][C:5]1[CH:6]=[C:7]([C:13]2[CH:18]=[CH:17][C:16]([C:19]([F:22])([F:21])[F:20])=[CH:15][C:14]=2[CH2:23][NH:24][CH2:25][C:26]([F:29])([F:28])[F:27])[C:8]([O:11][CH3:12])=[CH:9][CH:10]=1.[C:31](Cl)(=[O:33])[CH3:32]>>[CH3:1][O:2][C:3](=[O:30])[CH2:4][C:5]1[CH:6]=[C:7]([C:13]2[CH:18]=[CH:17][C:16]([C:19]([F:20])([F:21])[F:22])=[CH:15][C:14]=2[CH2:23][N:24]([C:31](=[O:33])[CH3:32])[CH2:25][C:26]([F:29])([F:28])[F:27])[C:8]([O:11][CH3:12])=[CH:9][CH:10]=1. Reported procedure: Prepared according to the procedure described in Example 1, Step 6, using the following starting materials: {6-methoxy-2′[(2,2,2-trifluoro-ethylamino)-methyl]-4′-trifluoromethyl-biphenyl-3-yl}-acetic acid methyl ester and acetyl chloride. Starting materials: CC=1SC=C(N1)C1CNC(CO1)=O (2-(2-methyl-thiazol-4-yl)morpholin-5-one), [H-].[Al+3].[Li+].[H-].[H-].[H-] (lithium aluminium hydride), C(Cl)(Cl)Cl.CO.N (chloroform methanol ammonia). Yields the product CC=1SC=C(N1)C1CNCCO1 (2-(2-Methyl-thiazol-4-yl)morpholine). As a reaction SMILES: [CH3:1][C:2]1[S:3][CH:4]=[C:5]([CH:7]2[O:12][CH2:11][C:10](=O)[NH:9][CH2:8]2)[N:6]=1.[H-].[Al+3].[Li+].[H-].[H-].[H-].C(Cl)(Cl)Cl.CO.N>>[CH3:1][C:2]1[S:3][CH:4]=[C:5]([CH:7]2[O:12][CH2:11][CH2:10][NH:9][CH2:8]2)[N:6]=1 |f:1.2.3.4.5.6,7.8.9|. Procedure details: Prepared analogously to Example O by reduction of 2-(2-methyl-thiazol-4-yl)morpholin-5-one with lithium aluminium hydride and purification of the base on a silica gel column with chloroform/methanol/ammonia=93:7:0.7 as eluant. The reactants are [NH4+].[Cl-] (NH4Cl), C(CCC\C=C/C\C=C/C\C=C/C\C=C/C\C=C/CC)S ((5Z,8Z,11Z,14Z,17Z)-Icosa-5,8,11,14,17-pentaene-1-thiol), [H-].[Na+] (NaH), BrC(C(=O)OCC)C (ethyl bromopropionate). Run in CCCCCCC (heptane), CN(C)C=O (DMF). Conditions: temperature 0 celsius, time 1.5 hour. Yields the product C(CCC\C=C/C\C=C/C\C=C/C\C=C/C\C=C/CC)SC(C(=O)OCC)C (ethyl 2-((5Z,8Z,11Z,14Z,17Z)-icosa-5,8,11,14,17-pentaenylthio)propanoate). Yield: 92.9%. Reaction SMILES: [CH2:1]([SH:21])[CH2:2][CH2:3][CH2:4]/[CH:5]=[CH:6]\[CH2:7]/[CH:8]=[CH:9]\[CH2:10]/[CH:11]=[CH:12]\[CH2:13]/[CH:14]=[CH:15]\[CH2:16]/[CH:17]=[CH:18]\[CH2:19][CH3:20].[H-].[Na+].Br[CH:25]([CH3:31])[C:26]([O:28][CH2:29][CH3:30])=[O:27].[NH4+].[Cl-]>CN(C=O)C.CCCCCCC>[CH2:1]([S:21][CH:25]([CH3:31])[C:26]([O:28][CH2:29][CH3:30])=[O:27])[CH2:2][CH2:3][CH2:4]/[CH:5]=[CH:6]\[CH2:7]/[CH:8]=[CH:9]\[CH2:10]/[CH:11]=[CH:12]\[CH2:13]/[CH:14]=[CH:15]\[CH2:16]/[CH:17]=[CH:18]\[CH2:19][CH3:20] |f:1.2,4.5|. Reported procedure: (5Z,8Z,11Z,14Z,17Z)-Icosa-5,8,11,14,17-pentaene-1-thiol (305 mg, 1.00 mmol) was added to a solution of NaH (60% in mineral oil, 44 mg, 1.10 mmol) in dry DMF (10 mL) held at 0° C. under inert atmosphere. After ten minutes ethyl bromopropionate (136 μL, 1.05 mmol) was added and the mixture was stirred for 1.5 hour at 0° C. The reaction mixture was added sat. aq. NH4Cl (20 mL) and heptane (50 mL). The phases were separated and the water phase extracted with heptane (2×25 mL). The combined organics ... The reactants are C(\C=C/C(=O)O)(=O)O (maleic acid), ClCCS(=O)C1=CC=CC=C1 ([(2-chloroethyl)sulfinyl]benzene), C(C)N(CCN)CC (N,N-diethylethylenediamine), C([O-])([O-])=O.[Na+].[Na+] (sodium carbonate). Solvent: C(C)OCC (Diethyl ether), CO (methanol), C(C)#N (acetonitrile), CO (methanol). Yields the product C(\C=C/C(=O)O)(=O)O.C(C)N(CCNCCS(=O)C1=CC=CC=C1)CC (N,N-Diethyl-N'-[2-(phenylsulfinyl)ethyl]-1,2-ethanediamine maleate). The yield is 50.3%. Reaction SMILES: Cl[CH2:2][CH2:3][S:4]([C:6]1[CH:11]=[CH:10][CH:9]=[CH:8][CH:7]=1)=[O:5].[CH2:12]([N:14]([CH2:18][CH3:19])[CH2:15][CH2:16][NH2:17])[CH3:13].C(=O)([O-])[O-].[Na+].[Na+].[C:26]([OH:33])(=[O:32])/[CH:27]=[CH:28]\[C:29]([OH:31])=[O:30]>C(#N)C.CO.C(OCC)C>[C:26]([OH:33])(=[O:32])/[CH:27]=[CH:28]\[C:29]([OH:31])=[O:30].[CH2:12]([N:14]([CH2:18][CH3:19])[CH2:15][CH2:16][NH:17][CH2:2][CH2:3][S:4]([C:6]1[CH:11]=[CH:10][CH:9]=[CH:8][CH:7]=1)=[O:5])[CH3:13] |f:2.3.4,9.10|. Procedure: A mixture of 20.0 g (0.106 mole) of [(2-chloroethyl)sulfinyl]benzene, 30.0 g (0.259 mole) of N,N-diethylethylenediamine and excess sodium carbonate in 600 ml of acetonitrile was refluxed for 16 hr. The reaction mixture solution was filtered, and the solvent was removed in vacuo. The residue was partitioned between methylene chloride and dilute sodium hydroxide. The methylene chloride solution was dried over sodium sulfate and the solvent was removed in vacuo to give an oil. This was dissolved in... Starting materials: NCC1CC1, O=C=NCCCl, O=CC(O)C(O)C(O)C(O)CO. Product: O=C(NCCCl)N(CC1CC1)C1OC(CO)C(O)C(O)C1O. RXN SMILES: [CH:13]1([CH2:16][NH2:17])[CH2:14][CH2:15]1.[Cl:18][CH2:19][CH2:20][N:21]=[C:22]=[O:23].[O:1]=[CH:2][CH:3]([OH:4])[CH:5]([OH:6])[CH:7]([OH:8])[CH:9]([OH:10])[CH2:11][OH:12]>>[CH:2]1([N:17]([CH2:16][CH:13]2[CH2:14][CH2:15]2)[C:22]([NH:21][CH2:20][CH2:19][Cl:18])=[O:23])[CH:3]([OH:4])[CH:5]([OH:6])[CH:7]([OH:8])[CH:9]([CH2:11][OH:12])[O:10]1. The reactants are CC=1C=NC=CC1 (3-methylpyridine), ClC(COC(=O)Cl)(Cl)Cl (2,2,2-trichloroethylchloroformate), CC=1NC(CSC1)=O (5-methyl-2H-1,4-thiazin-3(4H)-one), Example 2 ( i ). Yields the product CC=1NC(CSC1C1C(=CN(C=C1)C(=O)OCC(Cl)(Cl)Cl)C)=O (5-methyl-6-[1-(2,2,2-trichloroethoxycarbonyl)-3-methyl-1,4-dihydro-4-pyridinyl]-2H-1,4-thiazin-3(4H)-one). The yield is 31.0%. As a reaction SMILES: [CH3:1][C:2]1[CH:3]=[N:4][CH:5]=[CH:6][CH:7]=1.[Cl:8][C:9]([Cl:16])([Cl:15])[CH2:10][O:11][C:12](Cl)=[O:13].[CH3:17][C:18]1[NH:19][C:20](=[O:24])[CH2:21][S:22][CH:23]=1>>[CH3:17][C:18]1[NH:19][C:20](=[O:24])[CH2:21][S:22][C:23]=1[CH:7]1[CH:6]=[CH:5][N:4]([C:12]([O:11][CH2:10][C:9]([Cl:16])([Cl:15])[Cl:8])=[O:13])[CH:3]=[C:2]1[CH3:1]. Procedure: A mixture of 3-methylpyridine (0.72 g), 2,2,2-trichloroethylchloroformate (1.33 ml) and 5-methyl-2H-1,4-thiazin-3(4H)-one (0.5 g) was treated in the same manner as described in Example 2 (i) to give the titled compound (0.49 g, yield 31%) as milky white crystals. n-Hexane-ethyl acetate (=1:1) was used as a developing eluant.